This data is from the Open Reaction Database (ORD), a public repository of structured organic reaction records. The task is: describe an organic reaction: reactants, conditions, products, and yield Reactants: CN1CCN(Cc2cc([N+](=O)[O-])cc(C(F)(F)F)c2)CC1, CCOC(C)=O, [H][H]. The product is CN1CCN(Cc2cc(N)cc(C(F)(F)F)c2)CC1. Reaction SMILES: [CH3:1][N:2]1[CH2:3][CH2:4][N:5]([CH2:8][c:9]2[cH:10][c:11]([N+:19]([O-:20])=[O:21])[cH:12][c:13]([C:15]([F:16])([F:17])[F:18])[cH:14]2)[CH2:6][CH2:7]1.[CH3:24][CH2:25][O:26][C:27]([CH3:28])=[O:29].[H:22][H:23]>>[CH3:1][N:2]1[CH2:3][CH2:4][N:5]([CH2:8][c:9]2[cH:10][c:11]([NH2:19])[cH:12][c:13]([C:15]([F:16])([F:17])[F:18])[cH:14]2)[CH2:6][CH2:7]1.